Dataset: the Open Reaction Database (ORD), a public repository of structured organic reaction records. Task: describe an organic reaction: reactants, conditions, products, and yield Reactants: Oc1ccc(Br)cc1, O=C([O-])[O-], CC#N, O=C(CCl)Nc1ccc(Cl)c(C(F)(F)F)c1, [I-], [K+], [K+], [K+]. Product: O=C(COc1ccc(Br)cc1)Nc1ccc(Cl)c(C(F)(F)F)c1. As a reaction SMILES: [Br:1][c:2]1[cH:3][cH:4][c:5]([OH:8])[cH:6][cH:7]1.[C:27](=[O:28])([O-:29])[O-:30].[CH3:33][C:34]#[N:35].[Cl:9][CH2:10][C:11](=[O:12])[NH:13][c:14]1[cH:15][c:16]([C:21]([F:22])([F:23])[F:24])[c:17]([Cl:20])[cH:18][cH:19]1.[I-:26].[K+:25].[K+:31].[K+:32]>>[Br:1][c:2]1[cH:3][cH:4][c:5]([O:8][CH2:10][C:11](=[O:12])[NH:13][c:14]2[cH:15][c:16]([C:21]([F:22])([F:23])[F:24])[c:17]([Cl:20])[cH:18][cH:19]2)[cH:6][cH:7]1. Starting materials: CC(Cl)c1cccnc1, O=C1CCCN1c1ccc(O)cc1. The reagents and catalysts are O=C([O-])[O-].[Cs+].[Cs+] (cesium carbonate), [I-].[K+] (potassium iodide). The solvent is CN(C)C=O (DMF), CN(C)C=O (dmf), CN(C)C=O (DMF). Conditions: temperature 70 celsius, time 16 hour. Yields the product CC(Oc1ccc(N2CCCC2=O)cc1)c1cccnc1.